From a dataset of the Open Reaction Database (ORD), a public repository of structured organic reaction records. describe an organic reaction: reactants, conditions, products, and yield The reactants are BrC1=CC(=C(C=C1)N(C(C)=O)CC(C)=O)OC (N-(4-bromo-2-methoxyphenyl)-N-(2-oxopropyl)acetamide), C(C)(=O)[O-].[NH4+] (ammonium acetate), [OH-].[Na+] (sodium hydroxide). Solvent: C(C)(=O)O (acetic acid). Reaction conditions: temperature 120 celsius. The product is BrC1=CC(=C(C=C1)N1C=NC(=C1)C)OC (1-(4-bromo-2-methoxyphenyl)-4-methyl-1H-imidazole). The yield is 93.2%. As a reaction SMILES: [Br:1][C:2]1[CH:7]=[CH:6][C:5]([N:8]([CH2:12][C:13](=O)[CH3:14])[C:9](=O)C)=[C:4]([O:16][CH3:17])[CH:3]=1.C([O-])(=O)C.[NH4+:22].[OH-].[Na+]>C(O)(=O)C>[Br:1][C:2]1[CH:7]=[CH:6][C:5]([N:8]2[CH:12]=[C:13]([CH3:14])[N:22]=[CH:9]2)=[C:4]([O:16][CH3:17])[CH:3]=1 |f:1.2,3.4|. Procedure details: A mixture of N-(4-bromo-2-methoxyphenyl)-N-(2-oxopropyl)acetamide (23.4 g), ammonium acetate (31.5 g), and acetic acid (49 g) was agitated under heating at 120° C. for 30 minutes. After the reaction solution was neutralized with sodium hydroxide under ice-cooling, the reaction solution was extracted with ethyl acetate. The organic layer was washed with a saturated saline solution, dried over anhydrous magnesium sulfate, and concentrated under reduced pressure. The residue was purified by silica ... Reactants: C(C)OP(=O)(OCC)CC1=CC=[N+](C=C1)[O-] (4-(diethylphosphonomethyl)pyridine-N-oxide), C[Si](C)(C)C#N (trimethylsilylcyanide). The solvent is C(C)N(CC)CC (triethylamine). The product is C(#N)C1=NC=CC(=C1)CP(=O)(OCC)OCC (2-cyano-4-(diethylphosphonomethyl)pyridine). RXN SMILES: [CH2:1]([O:3][P:4]([CH2:9][C:10]1[CH:15]=[CH:14][N+:13]([O-])=[CH:12][CH:11]=1)([O:6][CH2:7][CH3:8])=[O:5])[CH3:2].C[Si]([C:21]#[N:22])(C)C>C(N(CC)CC)C>[C:21]([C:14]1[CH:15]=[C:10]([CH2:9][P:4]([O:6][CH2:7][CH3:8])([O:3][CH2:1][CH3:2])=[O:5])[CH:11]=[CH:12][N:13]=1)#[N:22]. Reported procedure: A mixture of 1.2 g of 4-(diethylphosphonomethyl)pyridine-N-oxide, 1.35 ml of triethylamine and 2.6 ml of trimethylsilylcyanide is heated at 90° for 1 hour. The volatiles are removed in vacuo and the residue is dissolved in ethyl acetate and washed with a small volume of aqueous sodium bicarbonate. After drying over magnesium sulfate the solvent is removed in vacuo to afford 2-cyano-4-(diethylphosphonomethyl)pyridine as an oil. The reactants are CC(C)(C)[NH3+], CCN(CC)C(CO[Si](C)(C)C(C)(C)C)c1cccc2c(C)c(C)oc12, [F-], C1CCOC1, O, O, O, O. The product is CCN(CC)C(CO)c1cccc2c(C)c(C)oc12. RXN SMILES: [C:31]([NH3+:32])([CH3:33])([CH3:34])[CH3:35].[CH3:1][c:2]1[o:3][c:4]2[c:5]([c:6]1[CH3:7])[cH:8][cH:9][cH:10][c:11]2[CH:12]([CH2:13][O:14][Si:15]([C:16]([CH3:17])([CH3:18])[CH3:19])([CH3:20])[CH3:21])[N:22]([CH2:23][CH3:24])[CH2:25][CH3:26].[F-:30].[O:37]1[CH2:38][CH2:39][CH2:40][CH2:41]1.[OH2:27].[OH2:28].[OH2:29].[OH2:36]>>[CH3:1][c:2]1[o:3][c:4]2[c:5]([c:6]1[CH3:7])[cH:8][cH:9][cH:10][c:11]2[CH:12]([CH2:13][OH:14])[N:22]([CH2:23][CH3:24])[CH2:25][CH3:26]. The reactants are BrC1=CC(=C(OC2=C(C(=O)O)C=CC=N2)C=C1Cl)Cl (2-(4-Bromo-2,5-dichloro-phenoxy)-nicotinic acid), C(C)N(C(C)C)C(C)C (N-ethyldiisopropylamine), [I-].ClC1=[N+](C=CC=C1)C (2-chloro-1-methylpyridinium iodide), N1CCCC2=CC=CC=C12 (1,2,3,4-tetrahydro-quinoline). Solvent: ClCCl (dichloromethane). Conditions: time 1 hour. Product: BrC1=CC(=C(OC2=NC=CC=C2C(=O)N2CCCC3=CC=CC=C23)C=C1Cl)Cl ([2-(4-Bromo-2,5-dichloro-phenoxy)-pyridin-3-yl]-(3,4-dihydro-2H-quinolin-1-yl)-methanone). Isolated yield 61.2%. RXN SMILES: [Br:1][C:2]1[C:17]([Cl:18])=[CH:16][C:5]([O:6][C:7]2[N:15]=[CH:14][CH:13]=[CH:12][C:8]=2[C:9]([OH:11])=O)=[C:4]([Cl:19])[CH:3]=1.C(N(C(C)C)C(C)C)C.[I-].ClC1C=CC=C[N+]=1C.[NH:38]1[C:47]2[C:42](=[CH:43][CH:44]=[CH:45][CH:46]=2)[CH2:41][CH2:40][CH2:39]1>ClCCl>[Br:1][C:2]1[C:17]([Cl:18])=[CH:16][C:5]([O:6][C:7]2[C:8]([C:9]([N:38]3[C:47]4[C:42](=[CH:43][CH:44]=[CH:45][CH:46]=4)[CH2:41][CH2:40][CH2:39]3)=[O:11])=[CH:12][CH:13]=[CH:14][N:15]=2)=[C:4]([Cl:19])[CH:3]=1 |f:2.3|. Procedure details: To a solution of 2-(4-bromo-2,5-dichloro-phenoxy)-nicotinic acid (50 mg, 0.14 mmol, 1.0 equiv; Example 163, Step 1) in anhydrous dichloromethane (1.5 mL) was added N-ethyldiisopropylamine (152 mg, 200 μL, 1.18 mmol, 8.4 equiv; [CAS RN 7087-68-5]) and 2-chloro-1-methylpyridinium iodide (42 mg, 0.17 mmol, 1.2 equiv; [CAS RN 14338-32-0]) and the reaction mixture stirred at rt. After 1 h, 1,2,3,4-tetrahydro-quinoline (22 mg, 21 μL, 0.17 mmol, 1.2 equiv; [CAS RN 635-46-1]) was added and stirring at r...